From a dataset of the Open Reaction Database (ORD), a public repository of structured organic reaction records. describe an organic reaction: reactants, conditions, products, and yield The reactants are ClCC(=O)OCC (ethyl chloroacetate), [OH-].[K+] (potassium hydroxide), C(=O)(OCC)C(C(=O)OCC)CC(C)=O (ethyl 2-carbethoxy-4-oxo-valerate), CN(C=O)C (dimethylformamide), ClCC(=O)OCC (ethyl chloroacetate), [OH-].[K+] (potassium hydroxide). Reagents/catalysts: [Cl-].C(C1=CC=CC=C1)[N+](CC)(CC)CC (benzyltriethylammonium chloride). Run at time 15 hour. Product: C(=O)(OCC)C(CCC(=O)OCC)(CC(C)=O)C(=O)OCC (Ethyl 3,3-biscarbethoxy-5-oxo-hexanecarboxylate). RXN SMILES: Cl[CH2:2][C:3]([O:5][CH2:6][CH3:7])=[O:4].[OH-].[K+].[C:10]([CH:15]([CH2:21][C:22](=[O:24])[CH3:23])[C:16]([O:18][CH2:19][CH3:20])=[O:17])([O:12][CH2:13][CH3:14])=[O:11].[CH3:25]N(C)C=O>[Cl-].C([N+](CC)(CC)CC)C1C=CC=CC=1>[C:16]([C:15]([C:10]([O:12][CH2:13][CH3:14])=[O:11])([CH2:21][C:22](=[O:24])[CH3:23])[CH2:25][CH2:2][C:3]([O:5][CH2:6][CH3:7])=[O:4])([O:18][CH2:19][CH3:20])=[O:17] |f:1.2,5.6|. Procedure: 4 ml (0.037 mol) of ethyl chloroacetate were added dropwise to a suspension of 2.1 g (0.037 mol) of finely powdered potassium hydroxide, 8 g (0.037 mol) of ethyl 2-carbethoxy-4-oxo-valerate, approx. 0.1 g of benzyltriethylammonium chloride and 150 ml of dimethylformamide. After about 15 hours' stirring at 20°-25° C., 2 ml (0.017 mol) of ethyl chloroacetate and 1 g (0.016 mol) of potassium hydroxide were again added to complete the reaction. The mixture was again stirred at 20°-25° C. for 2 hours... Isolated yield 95.0%. The solvent is C(C)(=O)O (acetic acid). The reactants are NCC(=O)O (glycine), C=O (formalin), C(C)(=O)N (acetamide), C1CCOC1 (THF), C=O (formalin). Procedure: A 2 L autoclave was charged with acetamide (VII)(129.8 g, 2.2 mole), THF (1 L), and acetic acid (45 g) and was purged with argon for 10 min. Under the argon purge, Co2 (CO)8 (20.9 g, 0.06 mole) was added. After sealing the autoclave, 150 psi (1034 kPa) of CO:H2 (95:5) was established at 25° C. and was slowly vented. Then 2200 psi (15,172 kPa) of CO:H2 (95:5) was established at 25° C. with stirring at 2000 rpm. The contents of the autoclave were heated to 100° C. and 3200 psi (22,069 kPa) CO:H2 (... The product is C(C)(=O)N(CC(=O)O)CC(=O)O (N-acetyliminodiacetic acid). RXN SMILES: [C:1]([NH2:4])(=[O:3])[CH3:2].[CH2:5]1[CH2:9][O:8]CC1.C=[O:11].N[CH2:13][C:14]([OH:16])=[O:15]>C(O)(=O)C>[C:1]([N:4]([CH2:5][C:9]([OH:8])=[O:11])[CH2:13][C:14]([OH:16])=[O:15])(=[O:3])[CH3:2]. Reaction conditions: temperature 100 celsius. The reactants are CC(=CCOC1=CC=C(OCC(C)N)C=C1)C (2-[4-(3-methyl-2-butenoxy)phenoxy]-1-methylethylamine), N1=CC=CC=C1 (pyridine), ClC(=O)OCC (ethyl chloroformate). Solvent: CCOCC (ether), CCOCC (ether). Reaction conditions: time 1 hour. The product is CC(=CCOC1=CC=C(OCC(C)NC(OCC)=O)C=C1)C (ethyl N-{2-[4-(3-methyl-2-butenoxy)phenoxy]-1-methylethyl}carbamate). As a reaction SMILES: [CH3:1][C:2]([CH3:17])=[CH:3][CH2:4][O:5][C:6]1[CH:16]=[CH:15][C:9]([O:10][CH2:11][CH:12]([NH2:14])[CH3:13])=[CH:8][CH:7]=1.N1C=CC=CC=1.Cl[C:25]([O:27][CH2:28][CH3:29])=[O:26]>CCOCC>[CH3:17][C:2]([CH3:1])=[CH:3][CH2:4][O:5][C:6]1[CH:7]=[CH:8][C:9]([O:10][CH2:11][CH:12]([NH:14][C:25](=[O:26])[O:27][CH2:28][CH3:29])[CH3:13])=[CH:15][CH:16]=1. Procedure details: To the above amine (0.86 g, 3.7 mmol) and pyridine (0.64 g, 8.0 mmol) in 8 ml of ether at 5° is added dropwise over 10 min. ethyl chloroformate (0.43 g, 4.0 mmol) in 2 ml of ether. The mixture is stirred at 5° for 1 hour and is then allowed to warm to RT. Excess ethyl chloroformate is quenched with water and the reaction mixture is poured into water and ether and the aqueous phase is extracted with ether (3×). The combined organic layers are washed with 2N ammonium sulfate, with 10% sodium carbo... Reactants: CCCCc1nc(C)n(-c2cccc(Br)c2)c(=O)c1Cc1ccc(-c2ccccc2C#N)cc1, CC(=O)[O-], CC(=O)[O-], CCOC(C)=O, OB(O)C1CC1, C1CCC(P(C2CCCCC2)C2CCCCC2)CC1, [K+], [K+], [K+], O, O=P([O-])([O-])[O-], [Pd+2], Cc1ccccc1. Yields the product CCCCc1nc(C)n(-c2cccc(C3CC3)c2)c(=O)c1Cc1ccc(-c2ccccc2C#N)cc1. RXN SMILES: [Br:1][c:2]1[cH:3][c:4](-[n:8]2[c:9]([CH3:34])[n:10][c:11]([CH2:30][CH2:31][CH2:32][CH3:33])[c:12]([CH2:15][c:16]3[cH:17][cH:18][c:19](-[c:22]4[c:23]([C:28]#[N:29])[cH:24][cH:25][cH:26][cH:27]4)[cH:20][cH:21]3)[c:13]2=[O:14])[cH:5][cH:6][cH:7]1.[C:82]([O-:83])(=[O:84])[CH3:85].[C:87]([O-:88])(=[O:89])[CH3:90].[CH3:76][CH2:77][O:78][C:79](=[O:80])[CH3:81].[CH:35]1([B:38]([OH:39])[OH:40])[CH2:36][CH2:37]1.[CH:41]1([P:42]([CH:43]2[CH2:44][CH2:45][CH2:46][CH2:47][CH2:48]2)[CH:49]2[CH2:50][CH2:51][CH2:52][CH2:53][CH2:54]2)[CH2:55][CH2:56][CH2:57][CH2:58][CH2:59]1.[K+:65].[K+:66].[K+:67].[OH2:68].[P:60]([O-:61])([O-:62])([O-:63])=[O:64].[Pd+2:86].[c:69]1([CH3:70])[cH:71][cH:72][cH:73][cH:74][cH:75]1>>[c:2]1([CH:35]2[CH2:36][CH2:37]2)[cH:3][c:4](-[n:8]2[c:9]([CH3:34])[n:10][c:11]([CH2:30][CH2:31][CH2:32][CH3:33])[c:12]([CH2:15][c:16]3[cH:17][cH:18][c:19](-[c:22]4[c:23]([C:28]#[N:29])[cH:24][cH:25][cH:26][cH:27]4)[cH:20][cH:21]3)[c:13]2=[O:14])[cH:5][cH:6][cH:7]1.